Dataset: the Open Reaction Database (ORD), a public repository of structured organic reaction records. Task: describe an organic reaction: reactants, conditions, products, and yield Starting materials: ClC1=NC=2N(C(=C1C1=CC=CC=C1)Cl)N=C(C2)C(=O)OC (methyl 5,7-dichloro-6-phenylpyrazolo[1,5-a]pyrimidine-2-carboxylate), N (ammonia). The reagents and catalysts are [Zn] (zinc). Run in ClCCl (dichloromethane), [Cl-].[Na+].O (brine). Run at temperature 60 celsius, time 3 hour. The product is ClC1=NC=2N(C=C1C1=CC=CC=C1)N=C(C2)C(=O)OC (Methyl 5-chloro-6-phenylpyrazolo[1,5-a]pyrimidine-2-carboxylate). Reaction SMILES: [Cl:1][C:2]1[C:7]([C:8]2[CH:13]=[CH:12][CH:11]=[CH:10][CH:9]=2)=[C:6](Cl)[N:5]2[N:15]=[C:16]([C:18]([O:20][CH3:21])=[O:19])[CH:17]=[C:4]2[N:3]=1.N>ClCCl.[Cl-].[Na+].O.[Zn]>[Cl:1][C:2]1[C:7]([C:8]2[CH:9]=[CH:10][CH:11]=[CH:12][CH:13]=2)=[CH:6][N:5]2[N:15]=[C:16]([C:18]([O:20][CH3:21])=[O:19])[CH:17]=[C:4]2[N:3]=1 |f:3.4.5|. Procedure details: 2.00 g methyl 5,7-dichloro-6-phenylpyrazolo[1,5-a]pyrimidine-2-carboxylate are dissolved in 40 ml dichloromethane. 40 ml brine, 20 ml ammonia solution 25% w/w and 1.22 g zinc powder are added and the mixture is stirred at 60° C. for 3 h. The reaction mixture is filtrated over kieselgur and is washed with dichloromethane and water. The organic phase is separated and the water phase is extracted with dichloromethane. The combined dichloromethane phase is dried over Na2SO4 and evaporated. The crude... Reactants: ClC=1C=CC(=C(C1)C(C(C(=O)OC)C(=O)OC)CC(=O)OC)[N+](=O)[O-] (trimethyl 2-(5-chloro-2-nitro-phenyl)propane-1,1,3-tricarboxylate), ClC=1C=CC(=C(C1)C(CC(=O)O)CC(=O)O)[N+](=O)[O-] (3-(5-Chloro-2-nitro-phenyl)pentanedioic acid), [Cl-].[Na+] (sodium chloride). The solvent is CS(=O)C (dimethylsulfoxide), O (water). Yields the product ClC=1C=CC(=C(C1)C(CC(=O)OC)CC(=O)OC)[N+](=O)[O-] (dimethyl 3-(5-chloro-2-nitro-phenyl)pentanedioate), ClC=1C=CC(=C(C1)C(CC(=O)O)CC(=O)O)[N+](=O)[O-] (3-(5-Chloro-2-nitro-phenyl)pentanedioic acid). Reaction SMILES: [Cl:1][C:2]1[CH:3]=[CH:4][C:5]([N+:23]([O-:25])=[O:24])=[C:6]([CH:8]([CH2:18][C:19]([O:21][CH3:22])=[O:20])[CH:9](C(OC)=O)[C:10]([O:12][CH3:13])=[O:11])[CH:7]=1.[Cl:26][C:27]1[CH:28]=[CH:29][C:30]([N+:42]([O-:44])=[O:43])=[C:31]([CH:33]([CH2:38][C:39]([OH:41])=[O:40])[CH2:34][C:35]([OH:37])=[O:36])[CH:32]=1.[Cl-].[Na+]>CS(C)=O.O>[Cl:1][C:2]1[CH:3]=[CH:4][C:5]([N+:23]([O-:25])=[O:24])=[C:6]([CH:8]([CH2:18][C:19]([O:21][CH3:22])=[O:20])[CH2:9][C:10]([O:12][CH3:13])=[O:11])[CH:7]=1.[Cl:26][C:27]1[CH:28]=[CH:29][C:30]([N+:42]([O-:44])=[O:43])=[C:31]([CH:33]([CH2:38][C:39]([OH:41])=[O:40])[CH2:34][C:35]([OH:37])=[O:36])[CH:32]=1 |f:2.3|. Reported procedure: Variant B: Adapting literature known protocols (Krapcho, Synthesis, 1982, 805-822 & 893-914; and Stowe, et al., Org. Lett., 2010, 12(4), 756-759), a solution of trimethyl 2-(5-chloro-2-nitro-phenyl)propane-1,1,3-tricarboxylate (18b′) (3.74 g, 10.0 mol) and sodium chloride (NaCl) (292 mg, 5.0 mmol) in a mixture of dimethylsulfoxide (DMSO) (23 mL) and water (780 μL) is heated to reflux for about 12 h. The reaction is monitored by TLC and/or analytical LC/MS to completion. Aqueous work-up and purif... Reactants: NC=1C=CC(=C(C1)N1CC2=C(N=C(N=C2)NC2=CC=C(C=C2)N2CCN(CC2)C)CC1)C ([6-(5-Amino-2-methyl-phenyl)-5,6,7,8-tetrahydro-pyrido[4,3-d]pyrimidin-2-yl]-[4-(4-methyl-piperazin-1-yl)-phenyl]-amine), C(CCC)S(=O)(=O)Cl (Butane-1-sulfonyl chloride). Solvent: N1=CC=CC=C1 (Pyridine). Run at temperature 0 celsius, time 15 minute. Product: CC1=C(C=C(C=C1)NS(=O)(=O)CCCC)N1CC2=C(N=C(N=C2)NC2=CC=C(C=C2)N2CCN(CC2)C)CC1 (Butane-1-sulfonic acid (4-methyl-3-{2-[4-(4-methyl-piperazine-1-yl)-phenylamino]-7,8-dihydro-5H-pyrido[4,3-d]pyrimidin-6-yl}phenyl)amide). The yield is 79.0%. Reaction SMILES: [NH2:1][C:2]1[CH:3]=[CH:4][C:5]([CH3:32])=[C:6]([N:8]2[CH2:31][CH2:30][C:11]3[N:12]=[C:13]([NH:16][C:17]4[CH:22]=[CH:21][C:20]([N:23]5[CH2:28][CH2:27][N:26]([CH3:29])[CH2:25][CH2:24]5)=[CH:19][CH:18]=4)[N:14]=[CH:15][C:10]=3[CH2:9]2)[CH:7]=1.[CH2:33]([S:37](Cl)(=[O:39])=[O:38])[CH2:34][CH2:35][CH3:36]>N1C=CC=CC=1>[CH3:32][C:5]1[CH:4]=[CH:3][C:2]([NH:1][S:37]([CH2:33][CH2:34][CH2:35][CH3:36])(=[O:39])=[O:38])=[CH:7][C:6]=1[N:8]1[CH2:31][CH2:30][C:11]2[N:12]=[C:13]([NH:16][C:17]3[CH:22]=[CH:21][C:20]([N:23]4[CH2:24][CH2:25][N:26]([CH3:29])[CH2:27][CH2:28]4)=[CH:19][CH:18]=3)[N:14]=[CH:15][C:10]=2[CH2:9]1. Procedure: To a solution [6-(5-Amino-2-methyl-phenyl)-5,6,7,8-tetrahydro-pyrido[4,3-d]pyrimidin-2-yl]-[4-(4-methyl-piperazin-1-yl)-phenyl]-amine (50.0 mg, 0.116 mmol) in Pyridine (1 ml) at 0° C. was added Butane-1-sulfonyl chloride (21.3 mg, 0.139 mmol) dropwise The reaction mixture was stirred for 15 minutes at 0° C. and then allowed to attain room temperature. It was then further stirred for 3 hours at room temperature. The reaction mixture was concentrated under vacuum. The reaction mass was then, dilut... The reactants are COC(=O)c1cc2oc(C(N)=O)c(O)c2s1, O=CC(c1ccccc1)c1ccccc1. The product is COC(=O)c1cc2oc(C(=O)NC=C(c3ccccc3)c3ccccc3)c(O)c2s1. Reaction SMILES: [C:1](=[O:2])([O:3][CH3:4])[c:5]1[cH:6][c:7]2[o:8][c:9]([C:14](=[O:15])[NH2:16])[c:10]([OH:13])[c:11]2[s:12]1.[c:17]1([CH:23]([CH:24]=[O:25])[c:26]2[cH:27][cH:28][cH:29][cH:30][cH:31]2)[cH:18][cH:19][cH:20][cH:21][cH:22]1>>[C:1](=[O:2])([O:3][CH3:4])[c:5]1[cH:6][c:7]2[o:8][c:9]([C:14](=[O:15])[NH:16][CH:24]=[C:23]([c:17]3[cH:18][cH:19][cH:20][cH:21][cH:22]3)[c:26]3[cH:27][cH:28][cH:29][cH:30][cH:31]3)[c:10]([OH:13])[c:11]2[s:12]1. The reactants are BrCc1ccccc1, CCOC(C)=O, CC#N, CCOC(=O)C(O)(CC)CNC1CCCC1, [K+], [K+], O=C([O-])[O-]. Product: CCOC(=O)C(O)(CC)CN(Cc1ccccc1)C1CCCC1. Reaction SMILES: [Br:17][CH2:18][c:19]1[cH:20][cH:21][cH:22][cH:23][cH:24]1.[CH3:31][CH2:32][O:33][C:34]([CH3:35])=[O:36].[CH3:37][C:38]#[N:39].[CH:1]1([NH:6][CH2:7][C:8]([C:9](=[O:10])[O:11][CH2:12][CH3:13])([CH2:14][CH3:15])[OH:16])[CH2:2][CH2:3][CH2:4][CH2:5]1.[K+:25].[K+:26].[O-:27][C:28]([O-:29])=[O:30]>>[CH:1]1([N:6]([CH2:7][C:8]([C:9](=[O:10])[O:11][CH2:12][CH3:13])([CH2:14][CH3:15])[OH:16])[CH2:18][c:19]2[cH:20][cH:21][cH:22][cH:23][cH:24]2)[CH2:2][CH2:3][CH2:4][CH2:5]1.